From a dataset of the Open Reaction Database (ORD), a public repository of structured organic reaction records. describe an organic reaction: reactants, conditions, products, and yield Starting materials: CCOC(=O)CC(=O)CC(=O)OCC (diethyl 1,3-acetonedicarboxylate), C(CO)O (ethyleneglycol), O.C1(=CC=C(C=C1)S(=O)(=O)O)C (p-toluenesulfonic acid monohydrate). Solvent: C1=CC=CC=C1 (benzene). Yields the product O1C(OCC1)(CC(=O)OCC)CC(=O)OCC (diethyl 2,2′-(1,3-dioxolane-2,2-diyl)diacetate). Yield: 42.0%. RXN SMILES: [CH3:1][CH2:2][O:3][C:4]([CH2:6][C:7]([CH2:9][C:10]([O:12][CH2:13][CH3:14])=[O:11])=[O:8])=[O:5].[CH2:15](O)[CH2:16][OH:17].O.C1(C)C=CC(S(O)(=O)=O)=CC=1>C1C=CC=CC=1>[O:8]1[CH2:15][CH2:16][O:17][C:7]1([CH2:6][C:4]([O:3][CH2:2][CH3:1])=[O:5])[CH2:9][C:10]([O:12][CH2:13][CH3:14])=[O:11] |f:2.3|. Reported procedure: A solution of diethyl 1,3-acetonedicarboxylate (12 g, 59.3 mmol), ethyleneglycol (9.93 mL, 178 mmol), and p-toluenesulfonic acid monohydrate (564 mg, 2.97 mmol) in benzene (80 mL) was refluxed under heating removing water for 10 h by Dean-Stark trap. The benzene layer was washed with a saturated aqueous sodium bicarbonate solution and brine. The solvent was distilled away and the residue obtained was purified by flash chromatography (10 to 40% EtOAc in heptanes) yielding diethyl 2,2′-(1,3-dioxol... Starting materials: O=S(=O)(Oc1cc(Br)c2[nH]ccc2c1)c1ccccc1, CN1CCC(=O)CC1, CC(=O)O, [NH4+], [OH-], O. Yields the product CN1CC=C(c2c[nH]c3c(Br)cc(OS(=O)(=O)c4ccccc4)cc23)CC1. RXN SMILES: [Br:1][c:2]1[cH:3][c:4]([O:11][S:12](=[O:13])(=[O:14])[c:15]2[cH:16][cH:17][cH:18][cH:19][cH:20]2)[cH:5][c:6]2[cH:7][cH:8][nH:9][c:10]12.[CH3:21][N:22]1[CH2:23][CH2:24][C:25](=[O:28])[CH2:26][CH2:27]1.[CH3:32][C:33](=[O:34])[OH:35].[NH4+:29].[OH-:30].[OH2:31]>>[Br:1][c:2]1[cH:3][c:4]([O:11][S:12](=[O:13])(=[O:14])[c:15]2[cH:16][cH:17][cH:18][cH:19][cH:20]2)[cH:5][c:6]2[c:7]([C:25]3=[CH:24][CH2:23][N:22]([CH3:21])[CH2:27][CH2:26]3)[cH:8][nH:9][c:10]12. Procedure details: To a solution of 1-methylcyclopropanecarboxylic acid (1.8 g) in pyridine (50 ml), a solution of 3-chloro-4-(2,2,2-trifluoroethoxy)aniline (2.3 g) in pyridine (10 ml) cooled with ice was dropwise added while stirring. After stirring at room temperature for 10 hours, the reaction mixture was admixed with water and extracted with ether. The extract was washed with 1 N hydrochloric acid, sodium hydrogen carbonate solution and saturated sodium chloride solution, dried over anhydrous magnesium sulfate... Solvent: N1=CC=CC=C1 (pyridine), N1=CC=CC=C1 (pyridine). The reactants are O (water), CC1(CC1)C(=O)O (1-methylcyclopropanecarboxylic acid), ClC=1C=C(N)C=CC1OCC(F)(F)F (3-chloro-4-(2,2,2-trifluoroethoxy)aniline). Reaction SMILES: [CH3:1][C:2]1([C:5]([OH:7])=O)[CH2:4][CH2:3]1.[Cl:8][C:9]1[CH:10]=[C:11]([CH:13]=[CH:14][C:15]=1[O:16][CH2:17][C:18]([F:21])([F:20])[F:19])[NH2:12].O>N1C=CC=CC=1>[Cl:8][C:9]1[CH:10]=[C:11]([NH:12][C:5]([C:2]2([CH3:1])[CH2:4][CH2:3]2)=[O:7])[CH:13]=[CH:14][C:15]=1[O:16][CH2:17][C:18]([F:20])([F:21])[F:19]. Product: ClC=1C=C(C=CC1OCC(F)(F)F)NC(=O)C1(CC1)C (N-(3-chloro-4-(2,2,2-trifluoroethoxy)phenyl)-1-methylcyclopropanecarboxamide). The yield is 82.9%. Reactants: C1CCOC1, COc1ccc(Br)c(C(=O)O)c1, O. The product is COc1ccc(Br)c(CO)c1. As a reaction SMILES: [CH2:14]1[O:15][CH2:16][CH2:17][CH2:18]1.[CH3:1][O:2][c:3]1[cH:4][cH:5][c:6]([Br:12])[c:7]([C:8](=[O:9])[OH:10])[cH:11]1.[OH2:13]>>[CH3:1][O:2][c:3]1[cH:4][cH:5][c:6]([Br:12])[c:7]([CH2:8][OH:9])[cH:11]1. Reactants: ClC1=C(C=CC(=C1)NC1=CC=C(C=C1)C(F)(F)F)C(=O)C1=C(C=CC(=C1)[N+](=O)[O-])C ([2-Chloro-4-(4-trifluoromethyl-phenylamino)-phenyl]-(2-methyl-5-nitro-phenyl)-methanone), BrC1=CC(=C(C=C1)C(=O)C1=C(C=CC(=C1)[N+](=O)[O-])C)Cl ((4-Bromo-2-chloro-phenyl)-(2-methyl-5-nitro-phenyl)-methanone), FC=1C=C(C=CC1)N (3-fluoro-phenylamine). The product is ClC1=C(C=CC(=C1)NC1=CC(=CC=C1)F)C(=O)C1=C(C=CC(=C1)[N+](=O)[O-])C ([2-Chloro-4-(3-fluoro-phenylamino)-phenyl]-(2-methyl-5-nitro-phenyl)-methanone). Reaction SMILES: [Cl:1][C:2]1[CH:7]=[C:6]([NH:8][C:9]2[CH:14]=[CH:13][C:12]([C:15](F)(F)[F:16])=C[CH:10]=2)[CH:5]=[CH:4][C:3]=1[C:19]([C:21]1[CH:26]=[C:25]([N+:27]([O-:29])=[O:28])[CH:24]=[CH:23][C:22]=1[CH3:30])=[O:20].BrC1C=CC(C(C2C=C([N+]([O-])=O)C=CC=2C)=O)=C(Cl)C=1.FC1C=C(N)C=CC=1>>[Cl:1][C:2]1[CH:7]=[C:6]([NH:8][C:9]2[CH:14]=[CH:13][CH:12]=[C:15]([F:16])[CH:10]=2)[CH:5]=[CH:4][C:3]=1[C:19]([C:21]1[CH:26]=[C:25]([N+:27]([O-:29])=[O:28])[CH:24]=[CH:23][C:22]=1[CH3:30])=[O:20]. Procedure: The reaction was carried out similarly as described in the preparation of compound 414, using compound 402 (2.82 mmol) and 3-fluoro-phenylamine (2.82 mmol). The crude product was purified by continuous gradient flash chromatography using EtOAc/petroleum ether (40-60) 0:100 to 30:70 as the eluent to afford the title compound as yellow foam. Starting materials: C1=CC=CC=C1 (benzene), [Cl-].[Al+3].[Cl-].[Cl-] (aluminum chloride), ClC(CC[Si](Cl)(Cl)Cl)Cl ((3,3-dichloropropyl)trichlorosilane). Conditions: time 1 hour. Yields the product C1(=CC=CC=C1)C(CC[Si](Cl)(Cl)Cl)C1=CC=CC=C1 ((3,3-diphenylpropyl)trichlorosilane). Yield: 50.0%. Reaction SMILES: [CH:1]1[CH:6]=[CH:5][CH:4]=[CH:3][CH:2]=1.[Cl-].[Al+3].[Cl-].[Cl-].Cl[CH:12](Cl)[CH2:13][CH2:14][Si:15]([Cl:18])([Cl:17])[Cl:16]>>[C:1]1([CH:12]([C:1]2[CH:6]=[CH:5][CH:4]=[CH:3][CH:2]=2)[CH2:13][CH2:14][Si:15]([Cl:18])([Cl:17])[Cl:16])[CH:6]=[CH:5][CH:4]=[CH:3][CH:2]=1 |f:1.2.3.4|. Procedure: In the same apparatus and procedures as EXAMPLE 2 above, 36.0 ml (405 mmol) of benzene and 0.53 g (4.0 mmol) of aluminum chloride were alkylated with 10.08 g (41.0 mmol) of (3,3-dichloropropyl)trichlorosilane. The aluminum chloride catalyst was quenched with POCl3 and then stirred for another 1 hour to complete the deactivation. Freshly distilled hexane (50 ml) was added to the reaction mixture and insoluble solids in hexane were filtered from the organic soultion. After hexane and benzene were ... Reactants: [OH-].[Na+] (sodium hydroxide), S(O)(O)(=O)=O (sulfuric acid), [N+](=O)([O-])C1CCCCCCCCCCC1 (nitrocyclododecane), C1CCCCCCCCCCC1 (Cyclododecane), ON1C(C=2C(C1=O)=CC=CC2)=O (N-hydroxyphthalimide), N(=O)OCCCC (n-butyl nitrite), C1(CCCCCCCCCCC1)=NO (cyclododecanone oxime). The solvent is C(C)(=O)O (acetic acid). Run at temperature 70 celsius, time 2.5 hour. The product is C1(CCCCCCCCCCC1)=O (cyclododecanone). RXN SMILES: [CH2:1]1[CH2:12][CH2:11][CH2:10][CH2:9][CH2:8][CH2:7][CH2:6][CH2:5][CH2:4][CH2:3][CH2:2]1.[OH:13]N1C(=O)C2=CC=CC=C2C1=O.N(OCCCC)=O.S(=O)(=O)(O)O.[OH-].[Na+].C1(=NO)CCCCCCCCCCC1.[N+](C1CCCCCCCCCCC1)([O-])=O>C(O)(=O)C>[C:1]1(=[O:13])[CH2:12][CH2:11][CH2:10][CH2:9][CH2:8][CH2:7][CH2:6][CH2:5][CH2:4][CH2:3][CH2:2]1 |f:4.5|. Procedure: Cyclododecane (3.32 g; 19.8 mmol), N-hydroxyphthalimide (0.8 mmol), and acetic acid (4 ml) were placed in a flask, n-butyl nitrite (4 mmol) was added to the mixture in four installments of 1 mmol each once every 30 minutes with stirring at 70° C. in an atmosphere of argon gas for a total of 2.5 hours. The resulting mixture was further treated with sulfuric acid having a concentration of 98% by weight (200 mg) with stirring at 70° C. for 15 minutes. The reaction mixture was then neutralized with ... Starting materials: CS(=O)(=O)OCC1CCN(CC1)C(=O)OC(C)C (1-methylethyl 4-{[(methylsulfonyl)oxy]methyl}-1-piperidinecarboxylate), C(=O)([O-])[O-].[K+].[K+] (K2CO3), FC1=C(C=CC(=C1)S(=O)(=O)C)C=1N=CC(=NC1)O (5-[2-fluoro-4-(methylsulfonyl)phenyl]-2-pyrazinol). Reported procedure: The title compound (80 mg, 49%) was prepared as a white solid from 5-[2-fluoro-4-(methylsulfonyl)phenyl]-2-pyrazinol (and tautomers thereof) (prepared as in Example 161, Step 2, 98 mg, 0.37 mmol), 1-methylethyl 4-{[(methylsulfonyl)oxy]methyl}-1-piperidinecarboxylate (prepared as in Example 131, Step 4, 0.138 g, 0.49 mmol) and K2CO3 (0.102 g, 0.73 mmol) in DMF (4 mL) in a manner similar to Example 152, Step 3. The crude product was purified by chromatography on an ISCO silica gel column using 0 t... The product is FC1=C(C=CC(=C1)S(=O)(=O)C)C=1N=CC(=NC1)OCC1CCN(CC1)C(=O)OC(C)C (1-Methylethyl 4-[({5-[2-fluoro-4-(methylsulfonyl)phenyl]-2-pyrazinyl}oxy)methyl]-1-piperidinecarboxylate). Solvent: CN(C)C=O (DMF). As a reaction SMILES: [F:1][C:2]1[CH:7]=[C:6]([S:8]([CH3:11])(=[O:10])=[O:9])[CH:5]=[CH:4][C:3]=1[C:12]1[N:13]=[CH:14][C:15]([OH:18])=[N:16][CH:17]=1.CS(O[CH2:24][CH:25]1[CH2:30][CH2:29][N:28]([C:31]([O:33][CH:34]([CH3:36])[CH3:35])=[O:32])[CH2:27][CH2:26]1)(=O)=O.C([O-])([O-])=O.[K+].[K+]>CN(C=O)C>[F:1][C:2]1[CH:7]=[C:6]([S:8]([CH3:11])(=[O:9])=[O:10])[CH:5]=[CH:4][C:3]=1[C:12]1[N:13]=[CH:14][C:15]([O:18][CH2:24][CH:25]2[CH2:30][CH2:29][N:28]([C:31]([O:33][CH:34]([CH3:36])[CH3:35])=[O:32])[CH2:27][CH2:26]2)=[N:16][CH:17]=1 |f:2.3.4|.